Dataset: the Open Reaction Database (ORD), a public repository of structured organic reaction records. Task: describe an organic reaction: reactants, conditions, products, and yield The reactants are metal hydride, [H-].[Na+] (Sodium hydride), C(C)O[Si](OCC)(OCC)OCC (tetraethoxysilane). Yields the product C(C)O[SiH](OCC)OCC (triethoxysilane). As a reaction SMILES: [H-].[Na+].[CH2:3]([O:5][Si:6](OCC)([O:10][CH2:11][CH3:12])[O:7][CH2:8][CH3:9])[CH3:4]>>[CH2:3]([O:5][SiH:6]([O:10][CH2:11][CH3:12])[O:7][CH2:8][CH3:9])[CH3:4] |f:0.1|. Procedure: The procedure in Example 1 was used with the following modifications: the metal hydride was sodium hydride [95% purity; 1.0 grams (g); 39.6 millimole (mmol)]; tetraethoxysilane (0.5 ml/h; 2.4 mmol/h); the carrier gas was argon (1 ml/min). Reaction was carried out at a fixed temperature of 250° C. Results of percent triethoxysilane produced (HSi(OEt)3) can be seen in Table 6. Reactants: N=C1C(C(=C(C=C1)SCCC)CC1=CC=CC=C1)NC(=S)NC(=O)OC (1-iminophenylmethyl-2-(3-carbomethoxythioureido)-4-propylthiobenzene), [OH-].[Ca+2].[OH-] (calcium hydroxide), COS(=O)(=O)OC (dimethylsulfate). Run in CN(C=O)C (dimethylformamide), O (water). Conditions: time 4 hour. The product is N=C1C(C(=C(C=C1)SCCC)CC1=CC=CC=C1)NC(SC)=NC(=O)OC (1-iminophenylmethyl-2-(3-carbomethoxy-S-methylisothioureido)-4-propylthiobenzene). RXN SMILES: [NH:1]=[C:2]1[CH:7]=[CH:6][C:5]([S:8][CH2:9][CH2:10][CH3:11])=[C:4]([CH2:12][C:13]2[CH:18]=[CH:17][CH:16]=[CH:15][CH:14]=2)[CH:3]1[NH:19][C:20]([NH:22][C:23]([O:25][CH3:26])=[O:24])=[S:21].[OH-].[Ca+2].[OH-].[CH3:30]OS(OC)(=O)=O>CN(C)C=O.O>[NH:1]=[C:2]1[CH:7]=[CH:6][C:5]([S:8][CH2:9][CH2:10][CH3:11])=[C:4]([CH2:12][C:13]2[CH:14]=[CH:15][CH:16]=[CH:17][CH:18]=2)[CH:3]1[NH:19][C:20](=[N:22][C:23]([O:25][CH3:26])=[O:24])[S:21][CH3:30] |f:1.2.3|. Reported procedure: To a solution of 1-iminophenylmethyl-2-(3-carbomethoxythioureido)-4-propylthiobenzene (3.88 g.; 0.01 mol) in dimethylformamide (40 ml.) and water (10 ml.) there is added calcium hydroxide (0.74 g.; 0.01 mol). The mixture is stirred at room temperature for four hours and to it there is added dimethylsulfate (1.26 g.). The mixture is stirred at room temperature for four hours and the precipitate collected and dried to afford 1-iminophenylmethyl-2-(3-carbomethoxy-S-methylisothioureido)-4-propylthio... Reactants: [BH4-], CCO, COC(c1ccc(C(F)(F)F)cc1C=O)C1CCCCC1, NCc1cc(C(F)(F)F)cc(C(F)(F)F)c1, [Na+]. The product is COC(c1ccc(C(F)(F)F)cc1CNCc1cc(C(F)(F)F)cc(C(F)(F)F)c1)C1CCCCC1. As a reaction SMILES: [BH4-:38].[CH3:40][CH2:41][OH:42].[CH:1]1([CH:7]([c:8]2[c:9]([CH:10]=[O:11])[cH:12][c:13]([C:16]([F:17])([F:18])[F:19])[cH:14][cH:15]2)[O:20][CH3:21])[CH2:2][CH2:3][CH2:4][CH2:5][CH2:6]1.[F:22][C:23]([c:24]1[cH:25][c:26]([CH2:27][NH2:28])[cH:29][c:30]([C:32]([F:33])([F:34])[F:35])[cH:31]1)([F:36])[F:37].[Na+:39]>>[CH:1]1([CH:7]([c:8]2[c:9]([CH2:10][NH:28][CH2:27][c:26]3[cH:25][c:24]([C:23]([F:22])([F:36])[F:37])[cH:31][c:30]([C:32]([F:33])([F:34])[F:35])[cH:29]3)[cH:12][c:13]([C:16]([F:17])([F:18])[F:19])[cH:14][cH:15]2)[O:20][CH3:21])[CH2:2][CH2:3][CH2:4][CH2:5][CH2:6]1. Reactants: BrB(Br)Br, COc1ccc(CC(=O)CNc2nc(-c3ccncc3)c(-c3ccc4ccccc4c3)c(=O)n2C)cc1, ClCCl. Yields the product Cn1c(NCC(=O)Cc2ccc(O)cc2)nc(-c2ccncc2)c(-c2ccc3ccccc3c2)c1=O. Reaction SMILES: [B:38]([Br:39])([Br:40])[Br:41].[CH3:1][O:2][c:3]1[cH:4][cH:5][c:6]([CH2:9][C:10]([CH2:11][NH:12][c:13]2[n:14][c:15](-[c:31]3[cH:32][cH:33][n:34][cH:35][cH:36]3)[c:16](-[c:21]3[cH:22][c:23]4[cH:24][cH:25][cH:26][cH:27][c:28]4[cH:29][cH:30]3)[c:17](=[O:20])[n:18]2[CH3:19])=[O:37])[cH:7][cH:8]1.[Cl:42][CH2:43][Cl:44]>>[OH:2][c:3]1[cH:4][cH:5][c:6]([CH2:9][C:10]([CH2:11][NH:12][c:13]2[n:14][c:15](-[c:31]3[cH:32][cH:33][n:34][cH:35][cH:36]3)[c:16](-[c:21]3[cH:22][c:23]4[cH:24][cH:25][cH:26][cH:27][c:28]4[cH:29][cH:30]3)[c:17](=[O:20])[n:18]2[CH3:19])=[O:37])[cH:7][cH:8]1. Reactants: COc1nc(C=CC(N)=O)ccc1-n1cnc(C)c1, O=P(Cl)(Cl)Cl. Product: COc1nc(C=CC#N)ccc1-n1cnc(C)c1. RXN SMILES: [CH3:1][O:2][c:3]1[c:4](-[n:14]2[cH:15][n:16][c:17]([CH3:19])[cH:18]2)[cH:5][cH:6][c:7]([CH:9]=[CH:10][C:11](=[O:12])[NH2:13])[n:8]1.[P:20]([Cl:21])([Cl:22])([Cl:23])=[O:24]>>[CH3:1][O:2][c:3]1[c:4](-[n:14]2[cH:15][n:16][c:17]([CH3:19])[cH:18]2)[cH:5][cH:6][c:7]([CH:9]=[CH:10][C:11]#[N:13])[n:8]1. Starting materials: CC(=O)O, CO, OC(CNc1ccnc2cc(Cl)ccc12)c1ccccc1, [H][H], [Pd]. Product: OC(CNc1ccnc2ccccc12)c1ccccc1. As a reaction SMILES: [CH3:22][C:23](=[O:24])[OH:25].[CH3:29][OH:30].[Cl:1][c:2]1[cH:3][cH:4][c:5]2[c:6]([NH:12][CH2:13][CH:14]([c:15]3[cH:16][cH:17][cH:18][cH:19][cH:20]3)[OH:21])[cH:7][cH:8][n:9][c:10]2[cH:11]1.[H:26][H:27].[Pd:28]>>[cH:2]1[cH:3][cH:4][c:5]2[c:6]([NH:12][CH2:13][CH:14]([c:15]3[cH:16][cH:17][cH:18][cH:19][cH:20]3)[OH:21])[cH:7][cH:8][n:9][c:10]2[cH:11]1.